Dataset: the Open Reaction Database (ORD), a public repository of structured organic reaction records. Task: describe an organic reaction: reactants, conditions, products, and yield Reactants: [Br-], Brc1ccnc(Br)c1, CCOC(C)=O, [Zn+]C1CC1, [Na+], O=C([O-])O, C1CCOC1, c1ccc(P(c2ccccc2)(c2ccccc2)[Pd](P(c2ccccc2)(c2ccccc2)c2ccccc2)(P(c2ccccc2)(c2ccccc2)c2ccccc2)P(c2ccccc2)(c2ccccc2)c2ccccc2)cc1. Yields the product Brc1ccnc(C2CC2)c1. RXN SMILES: [Br-:9].[Br:1][c:2]1[n:3][cH:4][cH:5][c:6]([Br:8])[cH:7]1.[CH3:24][CH2:25][O:26][C:27]([CH3:28])=[O:29].[CH:10]1([Zn+:13])[CH2:11][CH2:12]1.[Na+:18].[O-:14][C:15]([OH:16])=[O:17].[O:19]1[CH2:20][CH2:21][CH2:22][CH2:23]1.[cH:30]1[cH:31][cH:32][c:33]([P:34]([Pd:35]([P:36]([c:37]2[cH:38][cH:39][cH:40][cH:41][cH:42]2)([c:43]2[cH:44][cH:45][cH:46][cH:47][cH:48]2)[c:49]2[cH:50][cH:51][cH:52][cH:53][cH:54]2)([P:55]([c:56]2[cH:57][cH:58][cH:59][cH:60][cH:61]2)([c:62]2[cH:63][cH:64][cH:65][cH:66][cH:67]2)[c:68]2[cH:69][cH:70][cH:71][cH:72][cH:73]2)[P:74]([c:75]2[cH:76][cH:77][cH:78][cH:79][cH:80]2)([c:81]2[cH:82][cH:83][cH:84][cH:85][cH:86]2)[c:87]2[cH:88][cH:89][cH:90][cH:91][cH:92]2)([c:93]2[cH:94][cH:95][cH:96][cH:97][cH:98]2)[c:99]2[cH:100][cH:101][cH:102][cH:103][cH:104]2)[cH:105][cH:106]1>>[c:2]1([CH:10]2[CH2:11][CH2:12]2)[n:3][cH:4][cH:5][c:6]([Br:8])[cH:7]1. The reactants are CC1CN(Cc2nc(C(=O)Nc3cc(Br)cc4c3cnn4C)cs2)CC(C)O1, COc1ncc(B2OC(C)(C)C(C)(C)O2)cc1NS(=O)(=O)c1ccc(F)cc1F, [K+], [K+], [K+], C1COCCO1, O, O=P([O-])([O-])[O-]. Yields the product COc1ncc(-c2cc(NC(=O)c3csc(CN4CC(C)OC(C)C4)n3)c3cnn(C)c3c2)cc1NS(=O)(=O)c1ccc(F)cc1F. RXN SMILES: [Br:1][c:2]1[cH:3][c:4]([NH:12][C:13](=[O:14])[c:15]2[n:16][c:17]([CH2:20][N:21]3[CH2:22][CH:23]([CH3:28])[O:24][CH:25]([CH3:27])[CH2:26]3)[s:18][cH:19]2)[c:5]2[cH:6][n:7][n:8]([CH3:11])[c:9]2[cH:10]1.[F:29][c:30]1[c:31]([S:37](=[O:38])(=[O:39])[NH:40][c:41]2[c:42]([O:56][CH3:57])[n:43][cH:44][c:45]([B:47]3[O:48][C:49]([CH3:50])([CH3:51])[C:52]([CH3:53])([CH3:54])[O:55]3)[cH:46]2)[cH:32][cH:33][c:34]([F:36])[cH:35]1.[K+:63].[K+:64].[K+:65].[O:67]1[CH2:68][CH2:69][O:70][CH2:71][CH2:72]1.[OH2:66].[P:58]([O-:59])([O-:60])([O-:61])=[O:62]>>[c:2]1(-[c:45]2[cH:44][n:43][c:42]([O:56][CH3:57])[c:41]([NH:40][S:37]([c:31]3[c:30]([F:29])[cH:35][c:34]([F:36])[cH:33][cH:32]3)(=[O:38])=[O:39])[cH:46]2)[cH:3][c:4]([NH:12][C:13](=[O:14])[c:15]2[n:16][c:17]([CH2:20][N:21]3[CH2:22][CH:23]([CH3:28])[O:24][CH:25]([CH3:27])[CH2:26]3)[s:18][cH:19]2)[c:5]2[cH:6][n:7][n:8]([CH3:11])[c:9]2[cH:10]1. Reactants: NC=1N(C(C2(N1)CC(OC1=CC=C(C=C12)Br)C1=CC(=CC=C1)OC)=O)C (2′-amino-6-bromo-2-(3-methoxyphenyl)-1′-methylspiro[chroman-4,4′-imidazol]-5′(1′H)-one), C(#N)C1=CC=C(C=C1)B(O)O (4-cyanophenylboronic acid). Reagents/catalysts: Cl[Pd]([P](C1=CC=CC=C1)(C2=CC=CC=C2)C3=CC=CC=C3)([P](C4=CC=CC=C4)(C5=CC=CC=C5)C6=CC=CC=C6)Cl (Pd(PPh3)2Cl2). Run in O1CCOCC1 (1,4-dioxane), C(=O)([O-])[O-].[Cs+].[Cs+] (Cs2CO3). The product is NC=1N(C(C2(N1)CC(OC1=CC=C(C=C12)C=1C=C(C#N)C=CC1)C1=CC(=CC=C1)OC)=O)C (3-(2′-amino-2-(3-methoxyphenyl)-1′-methyl-5′-oxo-1′,5′-dihydrospiro[chroman-4,4′-imidazole]-6-yl)benzonitrile). Isolated yield 20.7%. As a reaction SMILES: [NH2:1][C:2]1[N:3]([CH3:26])[C:4](=[O:25])[C:5]2([C:15]3[C:10](=[CH:11][CH:12]=[C:13](Br)[CH:14]=3)[O:9][CH:8]([C:17]3[CH:22]=[CH:21][CH:20]=[C:19]([O:23][CH3:24])[CH:18]=3)[CH2:7]2)[N:6]=1.[C:27]([C:29]1[CH:34]=[CH:33][C:32](B(O)O)=[CH:31][CH:30]=1)#[N:28]>O1CCOCC1.C([O-])([O-])=O.[Cs+].[Cs+].Cl[Pd](Cl)([P](C1C=CC=CC=1)(C1C=CC=CC=1)C1C=CC=CC=1)[P](C1C=CC=CC=1)(C1C=CC=CC=1)C1C=CC=CC=1>[NH2:1][C:2]1[N:3]([CH3:26])[C:4](=[O:25])[C:5]2([C:15]3[C:10](=[CH:11][CH:12]=[C:13]([C:31]4[CH:30]=[C:29]([CH:34]=[CH:33][CH:32]=4)[C:27]#[N:28])[CH:14]=3)[O:9][CH:8]([C:17]3[CH:22]=[CH:21][CH:20]=[C:19]([O:23][CH3:24])[CH:18]=3)[CH2:7]2)[N:6]=1 |f:3.4.5,^1:52,71|. Procedure: Pd(PPh3)2Cl2 (20 mg) in a 10 mL flask under Ar was treated sequentially with 2′-amino-6-bromo-2-(3-methoxyphenyl)-1′-methylspiro[chroman-4,4′-imidazol]-5′(1′H)-one (46 mg, 0.11 mmol) in 1,4-dioxane (5 mL), Cs2CO3 (2 N, 0.5 mL) and 4-cyanophenylboronic acid (32.6 mg, 0.22 mmol). The mixture was refluxed under Ar for 2 h. The reaction mixture was concentrated in vacuo to give the residue, which was purified by preparative TLC followed by preparative HPLC to give pure 3-(2′-amino-2-(3-methoxyphenyl... Reactants: Compound 29a, C(C)(C)(C)N(S(=O)(=O)C1CC1)CCC (N-tert-butyl-(1-propyl) cyclopropylsulfonamide), CC1(CC1)S(=O)(=O)N (1-methylcyclopropylsulfonamide). The product is C(CC)C1(CC1)S(=O)(=O)N (1-propyl-cyclopropylsulfonamide). Isolated yield 80.0%. RXN SMILES: C([N:5](CCC)[S:6]([CH:9]1[CH2:11][CH2:10]1)(=[O:8])=[O:7])(C)(C)C.[CH3:15][C:16]1(S(N)(=O)=O)C[CH2:17]1>>[CH2:15]([C:9]1([S:6]([NH2:5])(=[O:7])=[O:8])[CH2:10][CH2:11]1)[CH2:16][CH3:17]. Reported procedure: Step 29b) This compound was made from Compound 29a in 80% yield (25.15 g) from N-tert-butyl-(1-propyl) cyclopropylsulfonamide (42.2 g, 193 mmol) according to the procedure of Steps 3Id (Example 2) described in the synthesis of 1-methylcyclopropylsulfonamide. The compound was recrystallized from EtOAc/hexanes as a white solid: 1H NMR CHLOROFORM-D) δ ppm 0.85 (m, 2H), 0.94 (t, J=7.32 Hz, 3H), 1.36 (m, 2H), 1.47 (m, 2H), 1.87 (m, 2H), 4.42 (s, 2H). The reactants are NNC(=O)c1ccccc1C(=O)NN, CO, Cc1cc2c(F)c(N3C(=O)c4ccccc4C3=O)ccc2[nH]1, NN, O. Product: Cc1cc2c(F)c(N)ccc2[nH]1. As a reaction SMILES: [C:26]([NH:27][NH2:28])(=[O:29])[c:30]1[c:31]([C:36]([NH:37][NH2:38])=[O:39])[cH:32][cH:33][cH:34][cH:35]1.[CH3:40][OH:41].[F:1][c:2]1[c:3]2[cH:4][c:5]([CH3:22])[nH:6][c:7]2[cH:8][cH:9][c:10]1[N:11]1[C:12](=[O:13])[c:14]2[cH:15][cH:16][cH:17][cH:18][c:19]2[C:20]1=[O:21].[NH2:24][NH2:25].[OH2:23]>>[F:1][c:2]1[c:3]2[cH:4][c:5]([CH3:22])[nH:6][c:7]2[cH:8][cH:9][c:10]1[NH2:11]. The reactants are CCOc1cc(C(C)(C)C)ncc1C1=NC(C)(c2ccc(Cl)cc2)C(C)(c2ccc(Cl)cc2)N1C(=O)Cl, Cl, Cl, O=C(CNc1nccs1)N1CCNCC1. The product is CCOc1cc(C(C)(C)C)ncc1C1=NC(C)(c2ccc(Cl)cc2)C(C)(c2ccc(Cl)cc2)N1C(=O)N1CCN(C(=O)CNc2nccs2)CC1. RXN SMILES: [C:1]([CH3:2])([CH3:3])([CH3:4])[c:5]1[cH:6][c:7]([O:35][CH2:36][CH3:37])[c:8]([C:11]2=[N:15][C:14]([CH3:16])([c:17]3[cH:18][cH:19][c:20]([Cl:23])[cH:21][cH:22]3)[C:13]([CH3:24])([c:25]3[cH:26][cH:27][c:28]([Cl:31])[cH:29][cH:30]3)[N:12]2[C:32](=[O:33])[Cl:34])[cH:9][n:10]1.[ClH:38].[ClH:39].[N:40]1([C:46]([CH2:47][NH:48][c:49]2[s:50][cH:51][cH:52][n:53]2)=[O:54])[CH2:41][CH2:42][NH:43][CH2:44][CH2:45]1>>[C:1]([CH3:2])([CH3:3])([CH3:4])[c:5]1[cH:6][c:7]([O:35][CH2:36][CH3:37])[c:8]([C:11]2=[N:15][C:14]([CH3:16])([c:17]3[cH:18][cH:19][c:20]([Cl:23])[cH:21][cH:22]3)[C:13]([CH3:24])([c:25]3[cH:26][cH:27][c:28]([Cl:31])[cH:29][cH:30]3)[N:12]2[C:32](=[O:33])[N:43]2[CH2:42][CH2:41][N:40]([C:46]([CH2:47][NH:48][c:49]3[s:50][cH:51][cH:52][n:53]3)=[O:54])[CH2:45][CH2:44]2)[cH:9][n:10]1.